describe an organic reaction: reactants, conditions, products, and yield From a dataset of the Open Reaction Database (ORD), a public repository of structured organic reaction records. Starting materials: C(C)(=O)[O-].[Na+] (sodium acetate), C(#N)C=1C=C(C=O)C=CC1F (3-cyano-4-fluorobenzaldehyde), ON (hydroxyamine). The solvent is O (water), C(C)O (ethanol), O (water). Run at time 8 hour. Product: C(#N)C=1C=C(C=NO)C=CC1F (3-cyano-4-fluorobenzaldehydeoxime). Isolated yield 74.5%. RXN SMILES: [C:1]([C:3]1[CH:4]=[C:5]([CH:8]=[CH:9][C:10]=1[F:11])[CH:6]=O)#[N:2].[OH:12][NH2:13].C([O-])(=O)C.[Na+]>C(O)C.O>[C:1]([C:3]1[CH:4]=[C:5]([CH:8]=[CH:9][C:10]=1[F:11])[CH:6]=[N:13][OH:12])#[N:2] |f:2.3|. Procedure details: To a solution of 3-cyano-4-fluorobenzaldehyde (2.50 g) in ethanol (40 mL) was added a solution of hydroxyamine (1.46 g) in water (10 mL), a solution of sodium acetate (2.75 g) in water (10 mL). The mixture was stirred at rt, overnight. Ethanol was removed and the white precipitate was filtered, washed with water and air dried to leave 3-cyano-4-fluorobenzaldehydeoxime (2.05 g). CI mass spectrum z (rel. intensity) 165 (M+H, 100). Starting materials: C(C)N1C(CCC1)CNC(C1=C(C(=CC=C1OC)Br)OC)=O ((-)-N-ethyl-2-(3-bromo-2,6-dimethoxybenzamidomethyl)pyrrolidine), C(Cl)Cl (methylene chloride), B(Br)(Br)Br (boron tribromide). Yields the product Cl.C(C)N1C(CCC1)CNC(C1=C(C(=CC=C1OC)Br)O)=O ((-)-N-Ethyl-2-(3-bromo-2-hydroxy-6-methoxybenzamidomethyl)pyrrolidine hydrochloride). As a reaction SMILES: [CH2:1]([N:3]1[CH2:7][CH2:6][CH2:5][CH:4]1[CH2:8][NH:9][C:10](=[O:22])[C:11]1[C:16]([O:17][CH3:18])=[CH:15][CH:14]=[C:13]([Br:19])[C:12]=1[O:20]C)[CH3:2].B(Br)(Br)Br.C(Cl)[Cl:28]>>[ClH:28].[CH2:1]([N:3]1[CH2:7][CH2:6][CH2:5][CH:4]1[CH2:8][NH:9][C:10](=[O:22])[C:11]1[C:16]([O:17][CH3:18])=[CH:15][CH:14]=[C:13]([Br:19])[C:12]=1[OH:20])[CH3:2] |f:3.4|. Reported procedure: 10.0 g (0.025 ml) of (-)-N-ethyl-2-(3-bromo-2,6-dimethoxybenzamidomethyl)pyrrolidine is dissolved in 250 ml of methylene chloride. 2.6 ml (0.027 mol) of boron tribromide is added. The mixture is left over night at room temperature. It is then washed with 2N NH3, dried over Na2SO4 and evaporated after addition of HCl-ether. The residue is dissolved in water and extracted with ether. The water phase is made alkaline with NH3 and is extracted with chloroform. The chloroform phase is dried over Na2S... Starting materials: BrC1=CC2=C(S1)C(=C(C=C2)OC)Br (2,7-dibromo-6-methoxy-benzo[b]thiophene), [Li]CCCC (n-BuLi), ClN1C(CCC1=O)=O (N-chlorosuccinimide), S(=O)=O (sulfur dioxide). The solvent is C(C)OCC (diethyl ether). Reaction conditions: temperature -75 celsius, time 1 hour. Yields the product BrC1=C(C=CC2=C1SC(=C2)S(=O)(=O)Cl)OC (7-bromo-6-methoxy-benzo[b]thiophene-2-sulfonyl chloride). RXN SMILES: Br[C:2]1[S:6][C:5]2[C:7]([Br:13])=[C:8]([O:11][CH3:12])[CH:9]=[CH:10][C:4]=2[CH:3]=1.[Li]CCCC.[S:19](=[O:21])=[O:20].[Cl:22]N1C(=O)CCC1=O>C(OCC)C>[Br:13][C:7]1[C:5]2[S:6][C:2]([S:19]([Cl:22])(=[O:21])=[O:20])=[CH:3][C:4]=2[CH:10]=[CH:9][C:8]=1[O:11][CH3:12]. Procedure details: To a solution of 2,7-dibromo-6-methoxy-benzo[b]thiophene (1.1 g, 3.4 mmol) in diethyl ether (40 mL) was added dropwise at −75° C. n-BuLi (1.6N, 2.35 mL, 3.75 mmol). The reaction mixture was stirred at −75° C. for 1 h, then a stream of sulfur dioxide was passed over the surface of the solvent until the reaction was no more exothermic. The suspension was then stirred at rt for 1 h and concentrated under vacuum. The residue was quenched with sat. sodium bicarbonate-solution (30 mL), and at 0-5° C. ... Conditions: time 30 minute. Product: BrC=1C=C(C(N(C1)C)=O)C(F)(F)F (5-bromo-1-methyl-3-(trifluoromethyl)pyridin-2-one). Yield: 93.7%. The reactants are O (water), BrC=1C=C(C(=NC1)O)C(F)(F)F (5-bromo-3-(trifluoromethyl)pyridin-2-ol), CI (methyl iodide), [H-].[Na+] (NaH). Reaction SMILES: [Br:1][C:2]1[CH:3]=[C:4]([C:9]([F:12])([F:11])[F:10])[C:5]([OH:8])=[N:6][CH:7]=1.[H-].[Na+].[CH3:15]I.O>C1COCC1>[Br:1][C:2]1[CH:3]=[C:4]([C:9]([F:12])([F:10])[F:11])[C:5](=[O:8])[N:6]([CH3:15])[CH:7]=1 |f:1.2|. The solvent is C1CCOC1 (THF). Procedure: To a solution of 5-bromo-3-(trifluoromethyl)pyridin-2-ol (6 g, 25 mmol) stirred at rt in THF (5 mL) was added NaH (1.5 g, 37 mmol, 60% in mineral oil). After stirring for 30 min, methyl iodide (7.1 g, 50 mmol) was added. After stirring at rt for 3 h, the reaction mixture was treated with water (100 mL) and extracted with EtOAc (100 mL×3). The combined organic layers were washed with brine (100 mL), dried over Na2SO4, filtered, and concentrated in vacuo to afford the title compound (6 g, 97%) as ... Starting materials: [N+](=O)([O-])C (nitromethane), CN(P(N(C)C)(N(C)C)=O)C (hexamethylphosphoric triamide), C1=2C(=O)OC(NC1=CC=CC2)=O (isatoic anhydride), C([O-])([O-])=O.[Na+].[Na+] (sodium carbonate), O (water), CN(P(N(C)C)(N(C)C)=O)C (hexamethylphosphoric triamide). Conditions: time 12 hour. Yields the product [N+](=O)([O-])C(C(=O)C1=CC=CC=C1)N (ω-nitro-amino-acetophenone). RXN SMILES: [C:1]12[C:7](=[CH:8][CH:9]=[CH:10][CH:11]=1)NC(=O)[O:4][C:2]2=O.C(=O)([O-])[O-].[Na+].[Na+].[N+:19]([CH3:22])([O-:21])=[O:20].O.C[N:25](C)P(=O)(N(C)C)N(C)C>>[N+:19]([CH:22]([NH2:25])[C:2]([C:1]1[CH:11]=[CH:10][CH:9]=[CH:8][CH:7]=1)=[O:4])([O-:21])=[O:20] |f:1.2.3|. Procedure: A mixture of 16.3 g of isatoic anhydride (100 mmol) and 26.5 g (250 mmol) of anhydrous sodium carbonate is heated in 140 ml of hexamethylphosphoric triamide to 75°-80° C. and a solution of 10.8 ml of nitromethane (d=1.134; 200 mmol) in 50 ml of hexamethylphosphoric triamide is added dropwise in the course of one hour. The reaction mixture is stirred for 12 hours at the given temperature, allowed to cool, then poured into 400 ml of water and the resultant solution is extracted with four 200 ml po... The reactants are O (water), ClC1=CC=C(C(=O)OC)C=C1 (methyl 4-chlorobenzoate), CC(C(C)(C)C)=O (pinacolone), [H-].[Na+] (sodium hydride). Run in C1CCOC1 (THF). Conditions: temperature 50 celsius. Yields the product ClC1=CC=C(C=C1)C(CC(C(C)(C)C)=O)=O (1-(4-Chlorophenyl)-4,4-dimethylpentane-1,3-dione). Yield: 102.4%. RXN SMILES: [Cl:1][C:2]1[CH:11]=[CH:10][C:5]([C:6]([O:8]C)=O)=[CH:4][CH:3]=1.[H-].[Na+].[CH3:14][C:15](=[O:20])[C:16]([CH3:19])([CH3:18])[CH3:17].O>C1COCC1>[Cl:1][C:2]1[CH:3]=[CH:4][C:5]([C:6](=[O:8])[CH2:14][C:15](=[O:20])[C:16]([CH3:19])([CH3:18])[CH3:17])=[CH:10][CH:11]=1 |f:1.2|. Reported procedure: 30 g of methyl 4-chlorobenzoate was dissolved in anhydrous THF, and 16.9 g of 60% sodium hydride was added under cooling with ice. 21.1 g of pinacolone was added dropwise, and the mixture was stirred under heating at 50° C. for 6 hours. Then, 100 ml of water was added dropwise under cooling with ice, and the solvent was distilled off under reduced pressure. 200 ml of water and 100 ml of 6N hydrochloric acid were added thereto, and then extraction with ethyl acetate was carried out. The extract l...